Dataset: the Open Reaction Database (ORD), a public repository of structured organic reaction records. Task: describe an organic reaction: reactants, conditions, products, and yield Starting materials: CCC(C)n1cc(C)c2c(C(=O)NCc3c(C)cc(C)[nH]c3=O)cc(Br)cc21, CC1(C)OB(c2ccc(N3CCNCC3)nc2)OC1(C)C, COCCOC, [Na+], [Na+], O=C([O-])[O-], O. The product is CCC(C)n1cc(C)c2c(C(=O)NCc3c(C)cc(C)[nH]c3=O)cc(-c3ccc(N4CCNCC4)nc3)cc21. RXN SMILES: [Br:1][c:2]1[cH:3][c:4]([C:16](=[O:17])[NH:18][CH2:19][c:20]2[c:21](=[O:28])[nH:22][c:23]([CH3:27])[cH:24][c:25]2[CH3:26])[c:5]2[c:6]([CH3:15])[cH:7][n:8]([CH:11]([CH3:12])[CH2:13][CH3:14])[c:9]2[cH:10]1.[CH3:29][C:30]1([CH3:31])[C:32]([CH3:33])([CH3:34])[O:35][B:36]([c:37]2[cH:38][cH:39][c:40]([N:43]3[CH2:44][CH2:45][NH:46][CH2:47][CH2:48]3)[n:41][cH:42]2)[O:49]1.[CH3:50][O:51][CH2:52][CH2:53][O:54][CH3:55].[Na+:56].[Na+:57].[O-:58][C:59](=[O:60])[O-:61].[OH2:62]>>[c:2]1(-[c:37]2[cH:38][cH:39][c:40]([N:43]3[CH2:44][CH2:45][NH:46][CH2:47][CH2:48]3)[n:41][cH:42]2)[cH:3][c:4]([C:16](=[O:17])[NH:18][CH2:19][c:20]2[c:21](=[O:28])[nH:22][c:23]([CH3:27])[cH:24][c:25]2[CH3:26])[c:5]2[c:6]([CH3:15])[cH:7][n:8]([CH:11]([CH3:12])[CH2:13][CH3:14])[c:9]2[cH:10]1.